This data is from the Open Reaction Database (ORD), a public repository of structured organic reaction records. The task is: describe an organic reaction: reactants, conditions, products, and yield The reactants are 10, CC1=CC2=CC=C(C=C2C=C1)OC(C)=O (2-methyl-6-acetyloxynaphthalene), C(C)(=O)OC(C)=O (acetic anhydride), [Br-].[NH4+] (ammonium bromide). Reagents/catalysts: O.O.O.O.C(C)(=O)[O-].[Co+2].C(C)(=O)[O-] (cobalt acetate tetrahydrate), O.O.O.O.C(C)(=O)[O-].[Mn+2].C(C)(=O)[O-] (manganese acetate tetrahydrate). Solvent: C(C)(=O)O (acetic acid). Conditions: temperature 120 celsius, time 2.5 hour. The product is C(C)(=O)OC=1C=C2C=CC(=CC2=CC1)C=O (6-acetyloxy-2-naphthaldehyde). RXN SMILES: [CH3:1][C:2]1[CH:11]=[CH:10][C:9]2[C:4](=[CH:5][CH:6]=[C:7]([O:12][C:13](=[O:15])[CH3:14])[CH:8]=2)[CH:3]=1.C(OC(=O)C)(=[O:18])C.[Br-].[NH4+]>O.O.O.O.C([O-])(=O)C.[Co+2].C([O-])(=O)C.O.O.O.O.C([O-])(=O)C.[Mn+2].C([O-])(=O)C.C(O)(=O)C>[C:13]([O:12][C:7]1[CH:8]=[C:9]2[C:4](=[CH:5][CH:6]=1)[CH:3]=[C:2]([CH:1]=[O:18])[CH:11]=[CH:10]2)(=[O:15])[CH3:14] |f:2.3,4.5.6.7.8.9.10,11.12.13.14.15.16.17|. Procedure details: A 200 cc titanium pressure vessel equipped with a stirrer was charged with 10 parts of 2-methyl-6-acetyloxynaphthalene, 80 parts of acetic acid, 20 parts of acetic anhydride, 0.249 parts (Co=590 wt. ppm) of cobalt acetate tetrahydrate, 0.245 parts (Mn=550 wt. ppm) of manganese acetate tetrahydrate, and 0.250 parts (Br=2040 wt. ppm) of ammonium bromide. The vessel was pressurized with air to 25 kg/cm2 -G, and the mixture was heated to 120° C. Air was introduced into the vessel at a rate of 10 Nl/... The reactants are OC(C[C@@]1(CCN(C(O1)=O)[C@@H](C)C1=CC=C(C=C1)B1OC(C(O1)(C)C)(C)C)C1=CC=CC=C1)(C)C ((S)-6-(2-hydroxy-2-methylpropyl)-6-phenyl-3-[(S)-1-(4-(4,4,5,5-tetramethyl-1,3,2-dioxaborolan-2-yl)phenyl)ethyl]-1,3-oxazinan-2-one), BrC=1SC=NN1 (2-bromo-[1,3,4]thiadiazole). Yields the product OC(C[C@@]1(CCN(C(O1)=O)[C@@H](C)C1=CC=C(C=C1)C=1SC=NN1)C1=CC=CC=C1)(C)C ((S)-6-(2-Hydroxy-2-methyl-propyl)-6-phenyl-3-[(S)-1-(4-[1,3,4]thiadiazol-2-yl-phenyl)-ethyl]-[1,3]oxazinan-2-one). Reaction SMILES: [OH:1][C:2]([CH3:35])([CH3:34])[CH2:3][C@@:4]1([C:28]2[CH:33]=[CH:32][CH:31]=[CH:30][CH:29]=2)[O:9][C:8](=[O:10])[N:7]([C@H:11]([C:13]2[CH:18]=[CH:17][C:16](B3OC(C)(C)C(C)(C)O3)=[CH:15][CH:14]=2)[CH3:12])[CH2:6][CH2:5]1.Br[C:37]1[S:38][CH:39]=[N:40][N:41]=1>>[OH:1][C:2]([CH3:34])([CH3:35])[CH2:3][C@@:4]1([C:28]2[CH:33]=[CH:32][CH:31]=[CH:30][CH:29]=2)[O:9][C:8](=[O:10])[N:7]([C@H:11]([C:13]2[CH:14]=[CH:15][C:16]([C:37]3[S:38][CH:39]=[N:40][N:41]=3)=[CH:17][CH:18]=2)[CH3:12])[CH2:6][CH2:5]1. Procedure: The title compound was prepared from (S)-6-(2-hydroxy-2-methylpropyl)-6-phenyl-3-[(S)-1-(4-(4,4,5,5-tetramethyl-1,3,2-dioxaborolan-2-yl)phenyl)ethyl]-1,3-oxazinan-2-one and 2-bromo-[1,3,4]thiadiazole following a procedure analogous to that described in Example 171. Mass spectrum (ESI+): m/z=438 [M+H]+. The reactants are CCOC(=O)C(=Cc1ccc(-c2cccc(NC)c2)cc1)OCC, O=C=Nc1ccc(C(F)(F)F)cc1. Yields the product CCOC(=O)C(=Cc1ccc(-c2cccc(N(C)C(=O)Nc3ccc(C(F)(F)F)cc3)c2)cc1)OCC. RXN SMILES: [CH2:1]([CH3:2])[O:3][C:4]([C:5](=[O:6])[O:7][CH2:8][CH3:9])=[CH:10][c:11]1[cH:12][cH:13][c:14](-[c:17]2[cH:18][c:19]([NH:23][CH3:24])[cH:20][cH:21][cH:22]2)[cH:15][cH:16]1.[F:25][C:26]([c:27]1[cH:28][cH:29][c:30]([N:33]=[C:34]=[O:35])[cH:31][cH:32]1)([F:36])[F:37]>>[CH2:1]([CH3:2])[O:3][C:4]([C:5](=[O:6])[O:7][CH2:8][CH3:9])=[CH:10][c:11]1[cH:12][cH:13][c:14](-[c:17]2[cH:18][c:19]([N:23]([CH3:24])[C:34]([NH:33][c:30]3[cH:29][cH:28][c:27]([C:26]([F:25])([F:36])[F:37])[cH:32][cH:31]3)=[O:35])[cH:20][cH:21][cH:22]2)[cH:15][cH:16]1. Isolated yield 55.8%. Run in C(C)#N (acetonitrile). Procedure: A mixture of 4-bromo-1-(4-nitrophenyl)but-1-en-3-one (5.7 g) and 2-amino-4-methylpyridine (6.8 g) in acetonitrile (50 ml) was stirred under reflux for 1.5 hours. The precipitate was collected by filtration and washed with acetonitrile to give 2-[2-(4-nitrophenyl)vinyl]-7-methylimidazo[1,2-a]pyridine (3.29 g). Product: [N+](=O)([O-])C1=CC=C(C=C1)C=CC=1N=C2N(C=CC(=C2)C)C1 (2-[2-(4-nitrophenyl)vinyl]-7-methylimidazo[1,2-a]pyridine). Reaction SMILES: Br[CH2:2][C:3](=O)[CH:4]=[CH:5][C:6]1[CH:11]=[CH:10][C:9]([N+:12]([O-:14])=[O:13])=[CH:8][CH:7]=1.[NH2:16][C:17]1[CH:22]=[C:21]([CH3:23])[CH:20]=[CH:19][N:18]=1>C(#N)C>[N+:12]([C:9]1[CH:10]=[CH:11][C:6]([CH:5]=[CH:4][C:3]2[N:16]=[C:17]3[CH:22]=[C:21]([CH3:23])[CH:20]=[CH:19][N:18]3[CH:2]=2)=[CH:7][CH:8]=1)([O-:14])=[O:13]. The reactants are BrCC(C=CC1=CC=C(C=C1)[N+](=O)[O-])=O (4-bromo-1-(4-nitrophenyl)but-1-en-3-one), NC1=NC=CC(=C1)C (2-amino-4-methylpyridine). Starting materials: C(C)(=O)Cl (acetyl chloride), FC1=C(C=C(C=C1)NC(=O)C1=CC=CC2=CC(=CC=C12)OC1=NC(=NC=C1)N)C(F)(F)F (6-(2-amino-pyrimidin-4-yloxy)-naphthalene-1-carboxylic acid (4-fluoro-3-trifluoromethyl-phenyl)-amide). Solvent: C(Cl)Cl (CH2Cl2), N1=CC=CC=C1 (pyridine), CCOC(=O)C (EtOAc), O (water). Reaction conditions: time 1.5 hour. The product is FC1=C(C=C(C=C1)NC(=O)C1=CC=CC2=CC(=CC=C12)OC1=NC(=NC=C1)NC(C)=O)C(F)(F)F (6-(2-Acetylamino-pyrimidin-4-yloxy)-naphthalene-1-carboxylic acid (4-fluoro-3-trifluoromethyl-phenyl)-amide). Reaction SMILES: [C:1](Cl)(=[O:3])[CH3:2].[F:5][C:6]1[CH:11]=[CH:10][C:9]([NH:12][C:13]([C:15]2[C:24]3[C:19](=[CH:20][C:21]([O:25][C:26]4[CH:31]=[CH:30][N:29]=[C:28]([NH2:32])[N:27]=4)=[CH:22][CH:23]=3)[CH:18]=[CH:17][CH:16]=2)=[O:14])=[CH:8][C:7]=1[C:33]([F:36])([F:35])[F:34]>C(Cl)Cl.N1C=CC=CC=1.CCOC(C)=O.O>[F:5][C:6]1[CH:11]=[CH:10][C:9]([NH:12][C:13]([C:15]2[C:24]3[C:19](=[CH:20][C:21]([O:25][C:26]4[CH:31]=[CH:30][N:29]=[C:28]([NH:32][C:1](=[O:3])[CH3:2])[N:27]=4)=[CH:22][CH:23]=3)[CH:18]=[CH:17][CH:16]=2)=[O:14])=[CH:8][C:7]=1[C:33]([F:34])([F:36])[F:35]. Procedure: 48 μl (0.68 mMol) acetyl chloride are added portionwise to a solution of 300 mg (0.68 mMol) 6-(2-amino-pyrimidin-4-yloxy)-naphthalene-1-carboxylic acid (4-fluoro-3-trifluoromethyl-phenyl)-amide (step 10.3) in 3.7 ml CH2Cl2 and 5.5 ml pyridine. After 1.5 h, the solution is diluted with EtOAc and water, the aq. phase separated off and extracted twice with EtOAc. The organic layers are washed with water and brine, dried (Na2SO4) and concentrated. Chromatography (Combi Flash; hexane/EtOAc 1:1→1:3) g... Starting materials: [H-].[Na+] (sodium hydride), COC1=CC=C(C=C1)C=1N=NC(C1)=O (3-p-methoxyphenyl-5-pyrazolone), S(=O)(=O)(C1=CC=C(C)C=C1)OCCCCCCOC(=O)C=1C(C(=C(NC1C)C)C(=O)OC)C1=C(C(=CC=C1)Cl)Cl (1,4-dihydro-2,6-dimethyl-4-(2,3-dichlorophenyl)-3-methoxycarbonylpyridine-5-carboxylic acid 6-tosyloxyhexyl ester), ice water. Run in CN(C=O)C (N,N-dimethylformamide), CN(C=O)C (N,N-dimethylformamide). Run at temperature 80 celsius. Yields the product COC1=CC=C(C=C1)C1=CC(=NN1)OCCCCCCOC(=O)C=1C(C(=C(NC1C)C)C(=O)OC)C1=C(C(=CC=C1)Cl)Cl (1,4-dihydro-2,6-dimethyl-4-(2,3-dichlorophenyl)-3-methoxycarbonylpyridine-5-carboxylic acid 6-(5-p-methoxyphenyl-3-pyrazolyloxy)hexyl ester). The yield is 59.5%. Reaction SMILES: [H-].[Na+].[CH3:3][O:4][C:5]1[CH:10]=[CH:9][C:8]([C:11]2[N:12]=[N:13][C:14](=[O:16])[CH:15]=2)=[CH:7][CH:6]=1.S(O[CH2:28][CH2:29][CH2:30][CH2:31][CH2:32][CH2:33][O:34][C:35]([C:37]1[CH:38]([C:49]2[CH:54]=[CH:53][CH:52]=[C:51]([Cl:55])[C:50]=2[Cl:56])[C:39]([C:45]([O:47][CH3:48])=[O:46])=[C:40]([CH3:44])[NH:41][C:42]=1[CH3:43])=[O:36])(C1C=CC(C)=CC=1)(=O)=O>CN(C)C=O>[CH3:3][O:4][C:5]1[CH:6]=[CH:7][C:8]([C:11]2[NH:12][N:13]=[C:14]([O:16][CH2:28][CH2:29][CH2:30][CH2:31][CH2:32][CH2:33][O:34][C:35]([C:37]3[CH:38]([C:49]4[CH:54]=[CH:53][CH:52]=[C:51]([Cl:55])[C:50]=4[Cl:56])[C:39]([C:45]([O:47][CH3:48])=[O:46])=[C:40]([CH3:44])[NH:41][C:42]=3[CH3:43])=[O:36])[CH:15]=2)=[CH:9][CH:10]=1 |f:0.1|. Procedure: To a suspension of 0.262 g of sodium hydride (55% dispersion in mineral oil) in 10 ml of N,N-dimethylformamide, 1.33 g (7 mmole) of 3-p-methoxyphenyl-5-pyrazolone was added portionwise with stirring under ice cooling. To the above mixture was added dropwise a solution of 3.05 g (5 mmole) of 1,4-dihydro-2,6-dimethyl-4-(2,3-dichlorophenyl)-3-methoxycarbonylpyridine-5-carboxylic acid 6-tosyloxyhexyl ester in 7 ml of N,N-dimethylformamide at 0° to 10° C. with stirring and then the mixture was heated... The reactants are O=C1N(CCO)CC(c2cccc(C(F)(F)F)c2)N1c1ccc(Oc2ccc(Cl)cc2)cc1, ClCCl, O=C(O)C(F)(F)F, N#CO[Na]. Product: NC(=O)OCCN1CC(c2cccc(C(F)(F)F)c2)N(c2ccc(Oc3ccc(Cl)cc3)cc2)C1=O. RXN SMILES: [Cl:1][c:2]1[cH:3][cH:4][c:5]([O:6][c:7]2[cH:8][cH:9][c:10]([N:13]3[C:14](=[O:31])[N:15]([CH2:28][CH2:29][OH:30])[CH2:16][CH:17]3[c:18]3[cH:19][c:20]([C:24]([F:25])([F:26])[F:27])[cH:21][cH:22][cH:23]3)[cH:11][cH:12]2)[cH:32][cH:33]1.[Cl:45][CH2:46][Cl:47].[F:38][C:39]([F:40])([F:41])[C:42]([OH:43])=[O:44].[Na:34][O:35][C:36]#[N:37]>>[Cl:1][c:2]1[cH:3][cH:4][c:5]([O:6][c:7]2[cH:8][cH:9][c:10]([N:13]3[C:14](=[O:31])[N:15]([CH2:28][CH2:29][O:30][C:36](=[O:35])[NH2:37])[CH2:16][CH:17]3[c:18]3[cH:19][c:20]([C:24]([F:25])([F:26])[F:27])[cH:21][cH:22][cH:23]3)[cH:11][cH:12]2)[cH:32][cH:33]1.